This data is from the Open Reaction Database (ORD), a public repository of structured organic reaction records. The task is: describe an organic reaction: reactants, conditions, products, and yield Starting materials: COc1cccc(NCC(O)Cn2c3ccc(Br)cc3c3cc(Br)ccc32)c1, CI, CCOC(C)=O, [H-], [Na+], CN(C)C=O. The product is COc1cccc(NCC(Cn2c3ccc(Br)cc3c3cc(Br)ccc32)OC)c1. As a reaction SMILES: [Br:3][c:4]1[cH:5][cH:6][c:7]2[n:8]([CH2:18][CH:19]([CH2:20][NH:21][c:22]3[cH:23][c:24]([O:28][CH3:29])[cH:25][cH:26][cH:27]3)[OH:30])[c:9]3[cH:10][cH:11][c:12]([Br:17])[cH:13][c:14]3[c:15]2[cH:16]1.[CH3:31][I:32].[CH3:38][CH2:39][O:40][C:41](=[O:42])[CH3:43].[H-:1].[Na+:2].[O:33]=[CH:34][N:35]([CH3:36])[CH3:37]>>[Br:3][c:4]1[cH:5][cH:6][c:7]2[n:8]([CH2:18][CH:19]([CH2:20][NH:21][c:22]3[cH:23][c:24]([O:28][CH3:29])[cH:25][cH:26][cH:27]3)[O:30][CH3:31])[c:9]3[cH:10][cH:11][c:12]([Br:17])[cH:13][c:14]3[c:15]2[cH:16]1. The reactants are COC(C1=CC(=CC=C1)NC(CN1C(N(C2=C(C(=N1)C1CCCCC1)C=CC=C2)CC(C(C)(C)C)=O)=O)=O)=O (3-{2-[5-Cyclohexyl-1-(3,3-dimethyl-2-oxo-butyl)-2-oxo-1,2-dihydro-3H-1,3,4-benzotriazepin-3-yl]-acetylamino}-benzoic acid methyl ester), CC(C(CN1C(N(N=C(C2=C1C=CC=C2)C2=CC=CC=C2)CC(=O)O)=O)=O)(C)C ([1-(3,3-dimethyl-2-oxo-butyl)-2-oxo-5-phenyl-1,2-dihydro-3H-1,3,4-benzotriazepin-3-yl]-acetic acid), C(C)(C)(C)OC(N(C)C1=CC(=CC=C1)N)=O ((3-amino-phenyl)-methyl-carbamic acid tert-butyl ester), C1(CCCCC1)C1=NN(C(N(C2=C1C=CC=C2)CC(C(C)(C)C)=O)=O)CC(=O)O ([5-cyclohexyl-1-(3,3-dimethyl-2-oxo-butyl)-2-oxo-1,2-dihydro-3H-1,3,4-benzotriazepin-3-yl]-acetic acid), COC(C1=CC(=CC=C1)N)=O (3-amino-benzoic acid methyl ester). Yields the product C(C)(C)(C)OC(N(C)C1=CC(=CC=C1)NC(CN1C(N(C2=C(C(=N1)C1CCCCC1)C=CC=C2)CC(C(C)(C)C)=O)=O)=O)=O ((3-{2-[5-cyclohexyl-1-(3,3-dimethyl-2-oxo-butyl)-2-oxo-1,2-dihydro-3H-1,3,4-benzotriazepin-3-yl]-acetylamino}-phenyl)-methyl-carbamic acid tert-butyl ester). As a reaction SMILES: COC(=O)[C:4]1[CH:9]=[CH:8][CH:7]=[C:6]([NH:10][C:11](=[O:38])[CH2:12][N:13]2[N:19]=[C:18]([CH:20]3[CH2:25][CH2:24][CH2:23][CH2:22][CH2:21]3)[C:17]3[CH:26]=[CH:27][CH:28]=[CH:29][C:16]=3[N:15]([CH2:30][C:31](=[O:36])[C:32]([CH3:35])([CH3:34])[CH3:33])[C:14]2=[O:37])[CH:5]=1.CC(C)(C)C(=O)CN1C2C=CC=CC=2C(C2C=CC=CC=2)=NN(CC(O)=O)C1=O.[C:69]([O:73][C:74](=[O:84])[N:75](C1C=CC=C(N)C=1)[CH3:76])([CH3:72])([CH3:71])[CH3:70].C1(C2C3C=CC=CC=3N(CC(=O)C(C)(C)C)C(=O)N(CC(O)=O)N=2)CCCCC1.COC(=O)C1C=CC=C(N)C=1>>[C:69]([O:73][C:74](=[O:84])[N:75]([C:4]1[CH:9]=[CH:8][CH:7]=[C:6]([NH:10][C:11](=[O:38])[CH2:12][N:13]2[N:19]=[C:18]([CH:17]3[CH2:16][CH2:29][CH2:28][CH2:27][CH2:26]3)[C:20]3[CH:21]=[CH:22][CH:23]=[CH:24][C:25]=3[N:15]([CH2:30][C:31](=[O:36])[C:32]([CH3:34])([CH3:35])[CH3:33])[C:14]2=[O:37])[CH:5]=1)[CH3:76])([CH3:72])([CH3:71])[CH3:70]. Procedure: The title compound was obtained by the method used in the preparation of 3-{2-[5-cyclohexyl-1-(3,3-dimethyl-2-oxo-butyl)-2-oxo-1,2-dihydro-3H-1,3,4-benzotriazepin-3-yl]-acetylamino}-benzoic acid methyl ester (Example 1, step e) except that [1-(3,3-dimethyl-2-oxo-butyl)-2-oxo-5-phenyl-1,2-dihydro-3H-1,3,4-benzotriazepin-3-yl]-acetic acid (Example 4, step a) and (3-amino-phenyl)-methyl-carbamic acid tert-butyl ester (Example 3, step c) were used in place of [5-cyclohexyl-1-(3,3-dimethyl-2-oxo-buty...